Dataset: the Open Reaction Database (ORD), a public repository of structured organic reaction records. Task: describe an organic reaction: reactants, conditions, products, and yield Reactants: C1CCNCC1, CC#N, O=C[O-], [I-], [K+], [NH4+], BrCCCOc1ccccc1, O. Product: c1ccc(OCCCN2CCCCC2)cc1. Reaction SMILES: [CH2:14]1[CH2:15][CH2:16][NH:17][CH2:18][CH2:19]1.[CH3:24][C:25]#[N:26].[CH:20]([O-:21])=[O:22].[I-:13].[K+:12].[NH4+:23].[O:1]([c:2]1[cH:3][cH:4][cH:5][cH:6][cH:7]1)[CH2:8][CH2:9][CH2:10][Br:11].[OH2:27]>>[O:1]([c:2]1[cH:3][cH:4][cH:5][cH:6][cH:7]1)[CH2:8][CH2:9][CH2:10][N:17]1[CH2:16][CH2:15][CH2:14][CH2:19][CH2:18]1. Starting materials: Nc1ccc(Br)cc1F, CC(C)O, COc1cc2ncnc(Cl)c2cc1OC, Cl. Product: Cl, COc1cc2ncnc(Nc3ccc(Br)cc3F)c2cc1OC. As a reaction SMILES: [Br:17][c:18]1[cH:19][c:20]([F:25])[c:21]([NH2:22])[cH:23][cH:24]1.[CH:26]([OH:27])([CH3:28])[CH3:29].[Cl:2][c:3]1[n:4][cH:5][n:6][c:7]2[cH:8][c:9]([O:15][CH3:16])[c:10]([O:13][CH3:14])[cH:11][c:12]12.[ClH:1]>>[ClH:2].[c:3]1([NH:22][c:21]2[c:20]([F:25])[cH:19][c:18]([Br:17])[cH:24][cH:23]2)[n:4][cH:5][n:6][c:7]2[cH:8][c:9]([O:15][CH3:16])[c:10]([O:13][CH3:14])[cH:11][c:12]12. The reactants are crude material, BrC=1C(=C2C(=CC(OC2=CC1C)=O)C1=CC=C(C=C1)[N+](=O)[O-])C (6-Bromo-5,7-dimethyl-4-(4-nitrophenyl)-2H-chromen-2-one). Reagents/catalysts: [Fe] (iron). Solvent: CCO (EtOH), C(C)(=O)O (acetic acid). Reaction conditions: temperature 110 celsius. Yields the product NC1=CC=C(C=C1)C1=CC(OC2=CC(=C(C(=C12)C)Br)C)=O (4-(4-Aminophenyl)-6-bromo-5,7-dimethyl-2H-chromen-2-one). Yield: 0.8%. As a reaction SMILES: [Br:1][C:2]1[C:3]([CH3:23])=[C:4]2[C:9](=[CH:10][C:11]=1[CH3:12])[O:8][C:7](=[O:13])[CH:6]=[C:5]2[C:14]1[CH:19]=[CH:18][C:17]([N+:20]([O-])=O)=[CH:16][CH:15]=1>CCO.C(O)(=O)C.[Fe]>[NH2:20][C:17]1[CH:16]=[CH:15][C:14]([C:5]2[C:4]3[C:9](=[CH:10][C:11]([CH3:12])=[C:2]([Br:1])[C:3]=3[CH3:23])[O:8][C:7](=[O:13])[CH:6]=2)=[CH:19][CH:18]=1. Reported procedure: To a stirred solution of the crude material (22 mg) containing 6-bromo-5,7-dimethyl-4-(4-nitrophenyl)-2H-chromen-2-one (7-2) in EtOH (0.75 mL) and acetic acid (0.15 mL) was added iron (16 mg, 0.29 mmol) at room temperature. The mixture was heated at 110° C. for 2.5 h. The reaction mixture was then cooled at room temperature and filtrated. To the filtrate was added EtOAc and saturated NaHCO3 solution, and extracted with EtOAc. The organic layers were washed with brine, dried over Na2SO4 and conce... Starting materials: S(=O)(=O)(C)CCC#C (1-mesylbut-3-yne), IC1=CC=CC=C1 (iodobenzene). Reagents/catalysts: [Cu]I (copper(I) iodide), Cl[Pd]([P](C1=CC=CC=C1)(C2=CC=CC=C2)C3=CC=CC=C3)([P](C4=CC=CC=C4)(C5=CC=CC=C5)C6=CC=CC=C6)Cl (PdCl2(PPh3)2). Solvent: CCN(CC)CC (Et3N). Run at time 20 hour. Yields the product S(=O)(=O)(C)CCC#CC1=CC=CC=C1 (1-Mesyl-4-phenylbut-3-yne). Isolated yield 52.7%. As a reaction SMILES: [S:1]([CH2:5][CH2:6][C:7]#[CH:8])([CH3:4])(=[O:3])=[O:2].I[C:10]1[CH:15]=[CH:14][CH:13]=[CH:12][CH:11]=1>CCN(CC)CC.[Cu]I.Cl[Pd](Cl)([P](C1C=CC=CC=1)(C1C=CC=CC=1)C1C=CC=CC=1)[P](C1C=CC=CC=1)(C1C=CC=CC=1)C1C=CC=CC=1>[S:1]([CH2:5][CH2:6][C:7]#[C:8][C:10]1[CH:15]=[CH:14][CH:13]=[CH:12][CH:11]=1)([CH3:4])(=[O:3])=[O:2] |^1:27,46|. Reported procedure: A mixture of 1-mesylbut-3-yne (758 mg, 5.10 mmol), iodobenzene (1.25 g, 6.00 mmol), copper(I) iodide (40 mg), PdCl2(PPh3)2 (70 mg) in 12 mL of Et3N is stirred under N2 for 20 hr. The mixture is filtered and washed with Et3N (3×15 mL). The filtrate is evaporated in vacuo and is purified by flash chromatography to give the product as a pale yellow oil (560 mg, 50%) 1H NMR (CDCl3) 2.91 (t, J=6.6 Hz, 2 H), 4.39 (t, J=6.6 Hz, 2 H), 7.30 (m, 3 H), 7.38 (m, 2 H). The reactants are CCCCCC=1C=C(C(=C(C1)O)[C@@H]2C=C(CC[C@H]2C(=C)C)C)O (cannabidiol), organoaluminum, organoaluminum. Run in ClCCl (dichloromethane), ClCCl (dichloromethane). Yields the product CCCCCC=1C=C(C2=C(C1)OC([C@H]3[C@H]2C=C(CC3)C)(C)C)O (Delta-9-Tetrahydrocannabinol). As a reaction SMILES: [CH3:1][CH2:2][CH2:3][CH2:4][CH2:5][C:6]1[CH:7]=[C:8]([OH:23])[C:9]([C@H:13]2[C@H:18]([C:19]([CH3:21])=[CH2:20])[CH2:17][CH2:16][C:15]([CH3:22])=[CH:14]2)=[C:10]([OH:12])[CH:11]=1>ClCCl>[CH3:1][CH2:2][CH2:3][CH2:4][CH2:5][C:6]1[CH:11]=[C:10]([OH:12])[C:9]2[C@@H:13]3[CH:14]=[C:15]([CH3:22])[CH2:16][CH2:17][C@H:18]3[C:19]([CH3:21])([CH3:20])[O:23][C:8]=2[CH:7]=1. Procedure: To a solution of cannabidiol (500 mg) in dichloromethane (8.75 mL) at 20° C., was added a solution of an organoaluminum-based Lewis acid catalyst in dichloromethane (1.0 mL) over five minutes and the reaction mixtures stirred under nitrogen and monitored by HPLC. Table 1 below shows the relative HPLC quantitation of the different product compounds in area percent at the time specified, using different organoaluminum-based Lewis acid catalysts. Reaction conditions: temperature 0 celsius, time 3 hour. Yields the product C(C1=CC=CC=C1)OCCN (2-Benzyloxyethylamine). Yield: 92.0%. RXN SMILES: C(OC(=O)[NH:7][CH2:8][CH2:9][O:10][CH2:11][C:12]1[CH:17]=[CH:16][CH:15]=[CH:14][CH:13]=1)(C)(C)C.FC(F)(F)C(O)=O>C(Cl)Cl>[CH2:11]([O:10][CH2:9][CH2:8][NH2:7])[C:12]1[CH:17]=[CH:16][CH:15]=[CH:14][CH:13]=1. Reported procedure: Dissolve (2-benzyloxyethyl)-carbamic acid tert-butyl ester (15 g) in DCM (50 mL), add trifluoroacetic acid (20 mL) and stir at 0° C. for 3 h. Concentrate and dissolve the residue in a minimal amount of DCM. Purify by chromatography on silica gel eluting sequentially with hexane/EtOAc (4:1 and 1:1), EtOAc and 2M ammonia in methanol to give the title compound (8.3 g, 85%). Solvent: C(Cl)Cl (DCM). Starting materials: C(C)(C)(C)OC(NCCOCC1=CC=CC=C1)=O ((2-benzyloxyethyl)-carbamic acid tert-butyl ester), FC(C(=O)O)(F)F (trifluoroacetic acid). The reagents and catalysts are CN(C)C=1C=CN=CC1 (DMAP). The reactants are FC=1C=C(C(=O)Cl)C=CC1F (3,4-Difluoro-benzoyl chloride), C(C)(C)(C)OC(CN1C(=NC2=C1C=CC(=C2)NCC2=CC=CC=C2)CCC)=O ((5-benzylamino-2-propyl-benzoimidazol-1-yl)-acetic acid tert-butyl ester), CCN(C(C)C)C(C)C (DIEA). The product is C(C)(C)(C)OC(CN1C(=NC2=C1C=CC(=C2)N(C(C2=CC(=C(C=C2)F)F)=O)CC2=CC=CC=C2)CCC)=O ({5-[Benzyl-(3,4-difluoro-benzoyl)-amino]-2-propyl-benzoimidazol-1-yl}-acetic acid tert-butyl ester). Reported procedure: 3,4-Difluoro-benzoyl chloride (45 μL, 0.36 mmol) was added to a solution of (5-benzylamino-2-propyl-benzoimidazol-1-yl)-acetic acid tert-butyl ester (45 mg, 0.12 mmol), DIEA (41 μL, 0.24 mmol) and DMAP (15 mg, 0.12 mmol) in CH2Cl2 (1 mL), and stirred overnight at room temperature. The reaction solution was diluted with aqueous HCl (1.0 M) and filtered through an Extrelut column. The Extrelut column was washed with CH2Cl2, and the filtrate was concentrated to afford the subtitle compound that was... Solvent: C(Cl)Cl (CH2Cl2), Cl (HCl). Reaction SMILES: [F:1][C:2]1[CH:3]=[C:4]([CH:8]=[CH:9][C:10]=1[F:11])[C:5](Cl)=[O:6].[C:12]([O:16][C:17](=[O:39])[CH2:18][N:19]1[C:23]2[CH:24]=[CH:25][C:26]([NH:28][CH2:29][C:30]3[CH:35]=[CH:34][CH:33]=[CH:32][CH:31]=3)=[CH:27][C:22]=2[N:21]=[C:20]1[CH2:36][CH2:37][CH3:38])([CH3:15])([CH3:14])[CH3:13].CCN(C(C)C)C(C)C>CN(C1C=CN=CC=1)C.C(Cl)Cl.Cl>[C:12]([O:16][C:17](=[O:39])[CH2:18][N:19]1[C:23]2[CH:24]=[CH:25][C:26]([N:28]([CH2:29][C:30]3[CH:31]=[CH:32][CH:33]=[CH:34][CH:35]=3)[C:5](=[O:6])[C:4]3[CH:8]=[CH:9][C:10]([F:11])=[C:2]([F:1])[CH:3]=3)=[CH:27][C:22]=2[N:21]=[C:20]1[CH2:36][CH2:37][CH3:38])([CH3:15])([CH3:14])[CH3:13]. Reaction conditions: time 8 hour.